Dataset: the Open Reaction Database (ORD), a public repository of structured organic reaction records. Task: describe an organic reaction: reactants, conditions, products, and yield The reactants are ClCC1=NN(C(=C1)C1=CC(=C(C(=C1)OC)OC)OC)COC (3-Chloromethyl-1-methoxymethyl-5-(3,4,5-trimethoxyphenyl)pyrazole), N1CCNCCC1 (homopiperazine). The product is COCN1N=C(C=C1C1=CC(=C(C(=C1)OC)OC)OC)CN1CCN(CCC1)CC1=NN(C(=C1)C1=CC(=C(C(=C1)OC)OC)OC)COC (N,N′-bis[[1-Methoxymethyl-5-(3,4,5-trimethoxyphenyl)pyrazol-3-yl]methyl]homopiperazine). RXN SMILES: Cl[CH2:2][C:3]1[CH:7]=[C:6]([C:8]2[CH:13]=[C:12]([O:14][CH3:15])[C:11]([O:16][CH3:17])=[C:10]([O:18][CH3:19])[CH:9]=2)[N:5]([CH2:20][O:21][CH3:22])[N:4]=1.[NH:23]1[CH2:29][CH2:28][CH2:27][NH:26][CH2:25][CH2:24]1>>[CH3:22][O:21][CH2:20][N:5]1[C:6]([C:8]2[CH:13]=[C:12]([O:14][CH3:15])[C:11]([O:16][CH3:17])=[C:10]([O:18][CH3:19])[CH:9]=2)=[CH:7][C:3]([CH2:2][N:23]2[CH2:29][CH2:28][CH2:27][N:26]([CH2:2][C:3]3[CH:7]=[C:6]([C:8]4[CH:9]=[C:10]([O:18][CH3:19])[C:11]([O:16][CH3:17])=[C:12]([O:14][CH3:15])[CH:13]=4)[N:5]([CH2:20][O:21][CH3:22])[N:4]=3)[CH2:25][CH2:24]2)=[N:4]1. Procedure: 3-Chloromethyl-1-methoxymethyl-5-(3,4,5-trimethoxyphenyl)pyrazole (95 mg) and homopiperazine (14 mg) were reacted in the same manner in Example 1 to obtain the title compound. Reactants: CC(=O)[O-], CC(=O)[O-], CC(=O)O, O=C(O)c1ccc([N+](=O)[O-])cc1Cl, [Cu+2], [K+], [K+], CCn1nccc1N, O=C([O-])[O-], CN(C)C=O, O. The product is CCn1nccc1Nc1cc([N+](=O)[O-])ccc1C(=O)O. As a reaction SMILES: [C:33]([O-:34])(=[O:35])[CH3:36].[C:38]([O-:39])(=[O:40])[CH3:41].[CH3:43][C:44](=[O:45])[OH:46].[Cl:1][c:2]1[c:3]([C:4](=[O:5])[OH:6])[cH:7][cH:8][c:9]([N+:11](=[O:12])[O-:13])[cH:10]1.[Cu+2:37].[K+:27].[K+:28].[NH2:14][c:15]1[cH:16][cH:17][n:18][n:19]1[CH2:20][CH3:21].[O-:29][C:30]([O-:31])=[O:32].[O:22]=[CH:23][N:24]([CH3:25])[CH3:26].[OH2:42]>>[c:2]1([NH:14][c:15]2[cH:16][cH:17][n:18][n:19]2[CH2:20][CH3:21])[c:3]([C:4](=[O:5])[OH:6])[cH:7][cH:8][c:9]([N+:11](=[O:12])[O-:13])[cH:10]1. Reactants: S(=O)(=O)([O-])S(=O)[O-].[Na+].[Na+] (sodium metabisulphite), C(C)(=O)OO (Peracetic acid), C(C)(=O)[O-].[Na+] (sodium acetate), C1(CC=CC1)CC1=CC=C(C=C1)C1=CC=CC=C1 (4-(3-cyclopenten-1-ylmethyl)-1,1'-biphenyl). Run in C(C)(=O)O (acetic acid), C(Cl)(Cl)Cl (chloroform). Run at time 4 hour. Yields the product C1(=CC=C(C=C1)CC1CC2OC2C1)C1=CC=CC=C1 (3-([1,1'-biphenyl]-4-ylmethyl)-6-oxabicyclo [3.1.0]hexane). Reaction SMILES: [C:1]([O:4]O)(=O)[CH3:2].C([O-])(=O)C.[Na+].[CH:11]1([CH2:16][C:17]2[CH:22]=[CH:21][C:20]([C:23]3[CH:28]=[CH:27][CH:26]=[CH:25][CH:24]=3)=[CH:19][CH:18]=2)CC=[CH:13][CH2:12]1.S(S([O-])=O)([O-])(=O)=O.[Na+].[Na+]>C(O)(=O)C.C(Cl)(Cl)Cl>[C:20]1([C:23]2[CH:24]=[CH:25][CH:26]=[CH:27][CH:28]=2)[CH:19]=[CH:18][C:17]([CH2:16][CH:11]2[CH2:2][CH:1]3[CH:13]([O:4]3)[CH2:12]2)=[CH:22][CH:21]=1 |f:1.2,4.5.6|. Procedure: Peracetic acid in acetic acid (60 ml; 40%) was added over 5 min. to a cooled mixture of sodium acetate (8g) and 4-(3-cyclopenten-1-ylmethyl)-1,1'-biphenyl (20 g) in chloroform (150 ml). The mixture was stirred vigorously at room temperature for 4 h., then it was cooled and a solution of sodium metabisulphite was slowly added. The chloroform layer was washed with water, dilute sodium hydroxide solution, water and brine, dried and evaporated to give a 1:3 mixture (TLC) of two products (20 g). Crys... Reactants: C#CCBr, CC(C)=O, CN1CCNCC1, [K+], [K+], O=C([O-])[O-]. The product is C#CCN1CCN(C)CC1. As a reaction SMILES: [CH2:14]([C:15]#[CH:16])[Br:17].[CH3:18][C:19](=[O:20])[CH3:21].[CH3:1][N:2]1[CH2:3][CH2:4][NH:5][CH2:6][CH2:7]1.[K+:8].[K+:9].[O-:10][C:11]([O-:12])=[O:13]>>[CH3:1][N:2]1[CH2:3][CH2:4][N:5]([CH2:16][C:15]#[CH:14])[CH2:6][CH2:7]1. The reactants are NN1C=NC2=C(C1=O)C=C(S2)C2=CC=CC=C2 (3-Amino-6-phenylthieno[2,3-d]pyrimidin-4(3H)-one), C12(CC3CC(CC(C1)C3)C2)CC(=O)Cl (1-adamantaneacetyl chloride). The product is C12(CC3CC(CC(C1)C3)C2)CC(=O)NN2C=NC3=C(C2=O)C=C(S3)C3=CC=CC=C3 (2-(1-adamantyl)-N-(4-oxo-6-phenylthieno[2,3-d]pyrimidin-3(4H)-yl)acetamide). As a reaction SMILES: [NH2:1][N:2]1[C:7](=[O:8])[C:6]2[CH:9]=[C:10]([C:12]3[CH:17]=[CH:16][CH:15]=[CH:14][CH:13]=3)[S:11][C:5]=2[N:4]=[CH:3]1.[C:18]12([CH2:28][C:29](Cl)=[O:30])[CH2:27][CH:22]3[CH2:23][CH:24]([CH2:26][CH:20]([CH2:21]3)[CH2:19]1)[CH2:25]2>>[C:18]12([CH2:28][C:29]([NH:1][N:2]3[C:7](=[O:8])[C:6]4[CH:9]=[C:10]([C:12]5[CH:17]=[CH:16][CH:15]=[CH:14][CH:13]=5)[S:11][C:5]=4[N:4]=[CH:3]3)=[O:30])[CH2:25][CH:24]3[CH2:23][CH:22]([CH2:21][CH:20]([CH2:26]3)[CH2:19]1)[CH2:27]2. Procedure details: 3-Amino-6-phenylthieno[2,3-d]pyrimidin-4(3H)-one and 1-adamantaneacetyl chloride were reacted as described in Example 5 to provide the title compound. 1H NMR (300 MHz, DMSO-d6) δ ppm 1.65-1.75 (m, 12H), 2.01-2.05 (m, 3H), 2.23 (s, 2H), 7.35-7.46 (m, 3H), 7.63-7.65 (m, 2H), 7.69 (s, 1H), 7.99 (s, 1H), 8.10 (s, 1H); MS (DCI/NH3) m/z 420 (M+H)+; Elemental Analysis: Calculated for C24H25N3O2S: C, 68.71; H, 6.01; N, 10.02. Found: C, 68.53; H, 5.65; N, 9.98. Starting materials: Cl (hydrochloric acid), [H-].[Na+] (sodium hydride), oil, [Cl-].COC[P+](C1=CC=CC=C1)(C1=CC=CC=C1)C1=CC=CC=C1 (methoxymethyltriphenylphosphonium chloride), CN(C1(CCC(CC1)=O)C1=CC(=CC=C1)F)C (4-dimethylamino-4-(3-fluorophenyl)cyclohexanone). Run in O1CCCC1 (tetrahydrofuran), CN(C=O)C (N,N-dimethylformamide), O1CCCC1 (tetrahydrofuran), CN(C=O)C (N,N-dimethylformamide). Conditions: time 2 hour. Yields the product CN(C1(CCC(CC1)C=O)C1=CC(=CC=C1)F)C (4-Dimethylamino-4-(3-fluorophenyl)cyclohexanecarbaldehyde). As a reaction SMILES: [H-].[Na+].[Cl-].[CH3:4][O:5]C[P+](C1C=CC=CC=1)(C1C=CC=CC=1)C1C=CC=CC=1.[CH3:26][N:27]([CH3:42])[C:28]1([C:35]2[CH:40]=[CH:39][CH:38]=[C:37]([F:41])[CH:36]=2)[CH2:33][CH2:32][C:31](=O)[CH2:30][CH2:29]1.Cl>O1CCCC1.CN(C)C=O>[CH3:26][N:27]([CH3:42])[C:28]1([C:35]2[CH:40]=[CH:39][CH:38]=[C:37]([F:41])[CH:36]=2)[CH2:33][CH2:32][CH:31]([CH:4]=[O:5])[CH2:30][CH2:29]1 |f:0.1,2.3|. Procedure details: A 60% dispersion of sodium hydride in mineral oil (254 mg, 6.36 mmol) was added to a suspension of methoxymethyltriphenylphosphonium chloride (2.18 g, 6.36 mmol) in anhydrous tetrahydrofuran (5 ml) and anhydrous N,N-dimethylformamide (5 ml) under argon. The mixture was stirred at room temperature for 2 h. A solution of 4-dimethylamino-4-(3-fluorophenyl)cyclohexanone (1.0 g, 4.24 mmol) in anhydrous tetrahydrofuran (5 ml) and anhydrous N,N-dimethylformamide (5 ml) was then added dropwise in the co... The reactants are Cc1ccsc1Br, O=C([O-])O, [Na+], CN(C)C=O, OB(O)c1ccncc1. The product is Cc1ccsc1-c1ccncc1. As a reaction SMILES: [Br:1][c:2]1[s:3][cH:4][cH:5][c:6]1[CH3:7].[C:17](=[O:18])([OH:19])[O-:20].[Na+:21].[O:22]=[CH:23][N:24]([CH3:25])[CH3:26].[n:8]1[cH:9][cH:10][c:11]([B:14]([OH:15])[OH:16])[cH:12][cH:13]1>>[c:2]1(-[c:11]2[cH:10][cH:9][n:8][cH:13][cH:12]2)[s:3][cH:4][cH:5][c:6]1[CH3:7].